Dataset: the Open Reaction Database (ORD), a public repository of structured organic reaction records. Task: describe an organic reaction: reactants, conditions, products, and yield Starting materials: C(C)OC(=O)C=1N=CSC1CCCC(=O)OCC (4-Ethoxycarbonyl-5-(3-ethoxycarbonyl-propyl)-thiazole), [O-]CC.[Na+] (sodium ethoxide). Yields the product C(=O)(OCC)C1CCC2=C(N=CS2)C1=O (5-Carbethoxy-4-oxo-4,5,6,7-tetrahydro-benzo[d]thiazole). Isolated yield 67.0%. Reaction SMILES: C(O[C:4]([C:6]1[N:7]=[CH:8][S:9][C:10]=1[CH2:11][CH2:12][CH2:13][C:14]([O:16][CH2:17][CH3:18])=[O:15])=[O:5])C.[O-]CC.[Na+]>>[C:14]([CH:13]1[C:4](=[O:5])[C:6]2[N:7]=[CH:8][S:9][C:10]=2[CH2:11][CH2:12]1)([O:16][CH2:17][CH3:18])=[O:15] |f:1.2|. Reported procedure: This compound is prepared from the product obtained in step (b), by cyclization with sodium ethoxide, according to the procedure of Example 1(c). The desired product crystallizes from isopropyl oxide. M.p.=81°-82° C. Yield: 67%. Starting materials: ClC1=NC2=C(N1)C=C(C=C2)C(F)(F)F (2-chloro-6-trifluoromethyl-1H-benzoimidazole), ClC=1C=C(C=NC1N1C[C@H](NCC1)C)CNC(C)=O (N-{5-Chloro-6-[(3R)-3-methyl-piperazin-1-yl]-pyridin-3-ylmethyl}-acetamide). Run in C(C)O (ethanol). Yields the product ClC=1C=C(C=NC1N1CC(N(CC1)C1=NC2=C(N1)C=CC(=C2)C(F)(F)F)C)CNC(C)=O (N-{5-Chloro-6-[3-methyl-4-(5-trifluoromethyl-1H-benzoimidazol-2-yl)-piperazin-1-yl]-pyridin-3-ylmethyl}-acetamide). Reaction SMILES: Cl[C:2]1[NH:6][C:5]2[CH:7]=[C:8]([C:11]([F:14])([F:13])[F:12])[CH:9]=[CH:10][C:4]=2[N:3]=1.[Cl:15][C:16]1[CH:17]=[C:18]([CH2:29][NH:30][C:31](=[O:33])[CH3:32])[CH:19]=[N:20][C:21]=1[N:22]1[CH2:27][CH2:26][NH:25][C@H:24]([CH3:28])[CH2:23]1>C(O)C>[Cl:15][C:16]1[CH:17]=[C:18]([CH2:29][NH:30][C:31](=[O:33])[CH3:32])[CH:19]=[N:20][C:21]=1[N:22]1[CH2:27][CH2:26][N:25]([C:2]2[NH:3][C:4]3[CH:10]=[CH:9][C:8]([C:11]([F:14])([F:13])[F:12])=[CH:7][C:5]=3[N:6]=2)[CH:24]([CH3:28])[CH2:23]1. Procedure: A mixture of 2-chloro-6-trifluoromethyl-1H-benzoimidazole (88 mg, 0.4 mmol, Example 1c) and N-{5-chloro-6-[(3R)-3-methyl-piperazin-1-yl]-pyridin-3-ylmethyl}-acetamide from step (e) above (141 mg, 0.5 mmol) in ethanol (2 mL) reacted under the conditions of Example 3c to give the title compound. MS (ESI, pos. ion) m/z: 467 (M+1). The solvent is OS(=O)(=O)O (H2SO4). The reactants are ClC1=C(C(=CC=C1)Cl)NC=1N(C2=C(C=CC=3C(=C(NC(C23)=O)C)CC(=O)O)N1)C (2-(2,6-dichlorophenylamino)-1,7-dimethyl-9-oxo-1,8-dihydro-imidazo[4,5-h]isoquinolin-6-yl acetic acid), MS(CI), C(C)O (ethanol). Procedure: Prepared from 2-(2,6-dichlorophenylamino)-1,7-dimethyl-9-oxo-1,8-dihydro-imidazo[4,5-h]isoquinolin-6-yl acetic acid by refluxing in ethanol and H2SO4. Mp 280-285° C. (dec); MS(CI) 459, 461 (MH+). The product is C(C)OC(CC1=C(NC(C=2C3=C(C=CC12)N=C(N3C)NC3=C(C=CC=C3Cl)Cl)=O)C)=O (2-(2,6-Dichlorophenylamino)-1,7-dimethyl-9-oxo-1,8-dihydro-imidazo[4,5-h]isoquinolin-6-yl acetic acid ethyl ester). Reaction SMILES: [Cl:1][C:2]1[CH:7]=[CH:6][CH:5]=[C:4]([Cl:8])[C:3]=1[NH:9][C:10]1[N:11]([CH3:29])[C:12]2[C:21]3[C:20](=[O:22])[NH:19][C:18]([CH3:23])=[C:17]([CH2:24][C:25]([OH:27])=[O:26])[C:16]=3[CH:15]=[CH:14][C:13]=2[N:28]=1.[CH2:30](O)[CH3:31]>OS(O)(=O)=O>[CH2:30]([O:26][C:25](=[O:27])[CH2:24][C:17]1[C:16]2[CH:15]=[CH:14][C:13]3[N:28]=[C:10]([NH:9][C:3]4[C:2]([Cl:1])=[CH:7][CH:6]=[CH:5][C:4]=4[Cl:8])[N:11]([CH3:29])[C:12]=3[C:21]=2[C:20](=[O:22])[NH:19][C:18]=1[CH3:23])[CH3:31]. The reactants are COC1=C(C(=O)O)C=CC(=C1)OC1CCN(CC1)C(C)=O (2-Methoxy-4-(1-acetyl-4-piperidyloxy)benzoic acid), S(=O)(Cl)Cl (thionyl chloride). Solvent: C1CCOC1 (THF). Run at time 18 hour. The product is COC1=C(C(=O)Cl)C=CC(=C1)OC1CCN(CC1)C(C)=O (2-methoxy-4-(1-acetyl-4-piperidyloxy)benzoyl chloride). RXN SMILES: [CH3:1][O:2][C:3]1[CH:11]=[C:10]([O:12][CH:13]2[CH2:18][CH2:17][N:16]([C:19](=[O:21])[CH3:20])[CH2:15][CH2:14]2)[CH:9]=[CH:8][C:4]=1[C:5](O)=[O:6].S(Cl)([Cl:24])=O>C1COCC1>[CH3:1][O:2][C:3]1[CH:11]=[C:10]([O:12][CH:13]2[CH2:18][CH2:17][N:16]([C:19](=[O:21])[CH3:20])[CH2:15][CH2:14]2)[CH:9]=[CH:8][C:4]=1[C:5]([Cl:24])=[O:6]. Procedure: 2-Methoxy-4-(1-acetyl-4-piperidyloxy)benzoic acid (0.546 g, 1.86 mmol) in THF (10 ml) was stirred under nitrogen and treated with thionyl chloride (0.27 ml, 0.44 g, 3.7 mmol). The mixture was stirred at ambient temperature for 18 hours, then concentrated in vacuo to give 2-methoxy-4-(1-acetyl-4-piperidyloxy)benzoyl chloride. Reactants: O=C([O-])[O-], CCOC(Cc1ccc(O)cc1CC)C(=O)OC, Cc1oc(-c2ccccc2F)nc1CCl, [Cs+], [Cs+], O=Cc1ccccc1F, [I-], [K+], O=P(Cl)(Cl)Cl. Yields the product CCOC(Cc1ccc(OCc2nc(-c3ccccc3F)oc2C)cc1CC)C(=O)OC. Reaction SMILES: [C:48](=[O:49])([O-:50])[O-:51].[CH3:1][O:2][C:3]([CH:4]([CH2:5][c:6]1[c:7]([CH2:13][CH3:14])[cH:8][c:9]([OH:12])[cH:10][cH:11]1)[O:15][CH2:16][CH3:17])=[O:18].[Cl:19][CH2:20][c:21]1[n:22][c:23](-[c:27]2[c:28]([F:33])[cH:29][cH:30][cH:31][cH:32]2)[o:24][c:25]1[CH3:26].[Cs+:52].[Cs+:53].[F:34][c:35]1[cH:36][cH:37][cH:38][cH:39][c:40]1[CH:41]=[O:42].[I-:55].[K+:54].[P:43]([Cl:44])([Cl:45])([Cl:46])=[O:47]>>[CH3:1][O:2][C:3]([CH:4]([CH2:5][c:6]1[c:7]([CH2:13][CH3:14])[cH:8][c:9]([O:12][CH2:20][c:21]2[n:22][c:23](-[c:27]3[c:28]([F:33])[cH:29][cH:30][cH:31][cH:32]3)[o:24][c:25]2[CH3:26])[cH:10][cH:11]1)[O:15][CH2:16][CH3:17])=[O:18]. The reactants are BrC(C(=O)O)(C)C (2-bromo-2-methylpropanoic acid), N1N=CC=C1 (pyrazole). The solvent is C(C)N(CC)CC (triethylamine). The product is CC1OCCC1 (2-methyltetrahydrofuran), CC(C(=O)O)(C)N1N=CC=C1 (2-methyl-2-(1H-pyrazol-1-yl)propanoic acid). As a reaction SMILES: Br[C:2]([CH3:7])([CH3:6])[C:3]([OH:5])=[O:4].[NH:8]1[CH:12]=[CH:11][CH:10]=[N:9]1>C(N(CC)CC)C>[CH3:10][CH:11]1[CH2:12][CH2:2][CH2:3][O:4]1.[CH3:6][C:2]([N:8]1[CH:12]=[CH:11][CH:10]=[N:9]1)([CH3:7])[C:3]([OH:5])=[O:4]. Procedure details: 2-Bromo-2-methylpropanoic acid 15 and pyrazole were reacted in triethylamine and 2-methyltetrahydrofuran to give 16. Starting materials: CCCCCCCCCCCCCCCCCCON1C(C)(C)CC(CCCCNc2nc(Cl)nc(NCCCCC3CC(C)(C)N(OCCCCCCCCCCCCCCCCCC)C(C)(C)C3)n2)CC1(C)C, NCCO. The product is CCCCCCCCCCCCCCCCCCON1C(C)(C)CC(CCCCNc2nc(NCCO)nc(NCCCCC3CC(C)(C)N(OCCCCCCCCCCCCCCCCCC)C(C)(C)C3)n2)CC1(C)C. As a reaction SMILES: [Cl:1][c:2]1[n:3][c:4]([NH:42][CH2:43][CH2:44][CH2:45][CH2:46][CH:47]2[CH2:48][C:49]([CH3:74])([CH3:75])[N:50]([O:55][CH2:56][CH2:57][CH2:58][CH2:59][CH2:60][CH2:61][CH2:62][CH2:63][CH2:64][CH2:65][CH2:66][CH2:67][CH2:68][CH2:69][CH2:70][CH2:71][CH2:72][CH3:73])[C:51]([CH3:53])([CH3:54])[CH2:52]2)[n:5][c:6]([NH:8][CH2:9][CH2:10][CH2:11][CH2:12][CH:13]2[CH2:14][C:15]([CH3:40])([CH3:41])[N:16]([O:21][CH2:22][CH2:23][CH2:24][CH2:25][CH2:26][CH2:27][CH2:28][CH2:29][CH2:30][CH2:31][CH2:32][CH2:33][CH2:34][CH2:35][CH2:36][CH2:37][CH2:38][CH3:39])[C:17]([CH3:19])([CH3:20])[CH2:18]2)[n:7]1.[NH2:76][CH2:77][CH2:78][OH:79]>>[c:2]1([NH:76][CH2:77][CH2:78][OH:79])[n:3][c:4]([NH:42][CH2:43][CH2:44][CH2:45][CH2:46][CH:47]2[CH2:48][C:49]([CH3:74])([CH3:75])[N:50]([O:55][CH2:56][CH2:57][CH2:58][CH2:59][CH2:60][CH2:61][CH2:62][CH2:63][CH2:64][CH2:65][CH2:66][CH2:67][CH2:68][CH2:69][CH2:70][CH2:71][CH2:72][CH3:73])[C:51]([CH3:53])([CH3:54])[CH2:52]2)[n:5][c:6]([NH:8][CH2:9][CH2:10][CH2:11][CH2:12][CH:13]2[CH2:14][C:15]([CH3:40])([CH3:41])[N:16]([O:21][CH2:22][CH2:23][CH2:24][CH2:25][CH2:26][CH2:27][CH2:28][CH2:29][CH2:30][CH2:31][CH2:32][CH2:33][CH2:34][CH2:35][CH2:36][CH2:37][CH2:38][CH3:39])[C:17]([CH3:19])([CH3:20])[CH2:18]2)[n:7]1.